This data is from the Open Reaction Database (ORD), a public repository of structured organic reaction records. The task is: describe an organic reaction: reactants, conditions, products, and yield Starting materials: C(C)(C)(C)OC(=O)N1C(CCC1)CCN(CC)CC1=CC(=CC=C1)C1=NC(=NC=C1)Cl (2-(2-{[3-(2-Chloro-pyrimidin-4-yl)-benzyl]-ethyl-amino}-ethyl)-pyrrolidine-1-carboxylic acid tert-butyl ester), NCCC=1C=C(C=CC1)O (3-(2-Amino-ethyl)-phenol), 447. Yields the product C(C)N(CC[C@H]1NCCC1)CC=1C=C(C=CC1)C1=NC(=NC=C1)NCCC=1C=C(C=CC1)O (3-{2-[4-(3-{[Ethyl-(2(S)-pyrrolidin-2-yl-ethyl)-amino]-methyl}-phenyl)-pyrimidin-2-ylamino]-ethyl}-phenol). RXN SMILES: C(OC([N:8]1[CH2:12][CH2:11][CH2:10][CH:9]1[CH2:13][CH2:14][N:15]([CH2:18][C:19]1[CH:24]=[CH:23][CH:22]=[C:21]([C:25]2[CH:30]=[CH:29][N:28]=[C:27](Cl)[N:26]=2)[CH:20]=1)[CH2:16][CH3:17])=O)(C)(C)C.[NH2:32][CH2:33][CH2:34][C:35]1[CH:36]=[C:37]([OH:41])[CH:38]=[CH:39][CH:40]=1>>[CH2:16]([N:15]([CH2:18][C:19]1[CH:20]=[C:21]([C:25]2[CH:30]=[CH:29][N:28]=[C:27]([NH:32][CH2:33][CH2:34][C:35]3[CH:36]=[C:37]([OH:41])[CH:38]=[CH:39][CH:40]=3)[N:26]=2)[CH:22]=[CH:23][CH:24]=1)[CH2:14][CH2:13][C@@H:9]1[CH2:10][CH2:11][CH2:12][NH:8]1)[CH3:17]. Procedure: Intermediate 107 was coupled with 3-(2-Amino-ethyl)-phenol following procedure F. The resulting product was deprotected following procedure G2. LC-MS showed the product had the expected M+H+ of 447. 1H NMR (Varian 300 MHz, CD3OD, shifts relative to the solvent peak at 3.3 ppm) δ 8.62 (s, 1H), 8.36 (d, 2H), 7.94 (d, 1H), 7.72 (t, 1H), 7.66 (d, 1H), 7.05 (t, 1H), 6.78 (s, 2H), 6.59 (d, 1H), 4.53 (m, 2H), 3.90 (m, 2H), 3.58 (m, 2H), 3.32 (m, 5H), 3.00 (t, 2H), 2.22 (m, 3H), 2.02 (m, 2H), 1.71 (m, 1... The reactants are COC1=CC=C(C=C1)S(=O)(=O)N1C=2C=CC=CC2C2=CC=CC=C2[C@H]1C ((R)-5-[(4-methoxyphenyl)sulfonyl]-6-methyl-5,6-dihydrophenanthridine), C1=CCCCC1 (cyclohexene), B(Br)(Br)Br (boron tribromide), ClCCl (dichloromethane). Yields the product C[C@H]1N(C=2C=CC=CC2C2=CC=CC=C12)S(=O)(=O)C1=CC=C(C=C1)O (4-{[(R)-6-methylphenanthridin-5(6H)-yl]sulfonyl}phenol). As a reaction SMILES: C[O:2][C:3]1[CH:8]=[CH:7][C:6]([S:9]([N:12]2[C@H:25]([CH3:26])[C:24]3[C:19](=[CH:20][CH:21]=[CH:22][CH:23]=3)[C:18]3[CH:17]=[CH:16][CH:15]=[CH:14][C:13]2=3)(=[O:11])=[O:10])=[CH:5][CH:4]=1.C1CCCCC=1.B(Br)(Br)Br.ClCCl>>[CH3:26][C@@H:25]1[C:24]2[C:19](=[CH:20][CH:21]=[CH:22][CH:23]=2)[C:18]2[CH:17]=[CH:16][CH:15]=[CH:14][C:13]=2[N:12]1[S:9]([C:6]1[CH:5]=[CH:4][C:3]([OH:2])=[CH:8][CH:7]=1)(=[O:11])=[O:10]. Reported procedure: The title compound was prepared from (R)-5-[(4-methoxyphenyl)sulfonyl]-6-methyl-5,6-dihydrophenanthridine (0.38 g, 1.04 mmol), cyclohexene (0.27 mL, 2.61 mmol), and 1.0 M boron tribromide in dichloromethane (6.27 mL, 6.27 mmol) according to the procedure and in the same manner as described in Example 1, step b. The crude product was purified by flash column chromatography on silica gel, eluting with dichloromethane, to yield 4-{[(R)-6-methylphenanthridin-5(6H)-yl]sulfonyl}phenol* (0.26 g, 0.74 m... Starting materials: ClCC1=NOC(=N1)C1=CC(=C(C(=C1)C(C)(C)C)O)C(C)(C)C (4-[3-(chloromethyl)-1,2,4-oxadiazol-5-yl]-2,6-bis(1,1-dimethylethyl)phenol), CNC (dimethylamine). The product is CN(C)CC1=NOC(=N1)C1=CC(=C(C(=C1)C(C)(C)C)O)C(C)(C)C (4-[3-[(dimethyamino)methyl]-1,2,4-oxadiazol-5-yl]-2,6-bis(1,1-dimethylethyl)phenol). As a reaction SMILES: Cl[CH2:2][C:3]1[N:7]=[C:6]([C:8]2[CH:13]=[C:12]([C:14]([CH3:17])([CH3:16])[CH3:15])[C:11]([OH:18])=[C:10]([C:19]([CH3:22])([CH3:21])[CH3:20])[CH:9]=2)[O:5][N:4]=1.[CH3:23][NH:24][CH3:25]>>[CH3:23][N:24]([CH2:2][C:3]1[N:7]=[C:6]([C:8]2[CH:13]=[C:12]([C:14]([CH3:17])([CH3:16])[CH3:15])[C:11]([OH:18])=[C:10]([C:19]([CH3:22])([CH3:21])[CH3:20])[CH:9]=2)[O:5][N:4]=1)[CH3:25]. Procedure: In a manner analogous to Example 70, 0.5 g (0.002 mole) of 4-[3-(chloromethyl)-1,2,4-oxadiazol-5-yl]-2,6-bis(1,1-dimethylethyl)phenol is reacted with excess dimethylamine gas to give 0.3 g (59%) of analytically pure 4-[3-[(dimethyamino)methyl]-1,2,4-oxadiazol-5-yl]-2,6-bis(1,1-dimethylethyl)phenol, mp 129°-130° C. Reaction SMILES: [C:1]([N:8]1[CH2:13][CH2:12][C:11](=O)[CH2:10][CH2:9]1)([O:3][C:4]([CH3:7])([CH3:6])[CH3:5])=[O:2].[NH2:15][C:16]1[CH:21]=[CH:20][CH:19]=[CH:18][CH:17]=1.C(O)(=O)C.C(O[BH-](OC(=O)C)OC(=O)C)(=O)C.[Na+]>ClC(Cl)C.O>[C:16]1([NH:15][CH:11]2[CH2:12][CH2:13][N:8]([C:1]([O:3][C:4]([CH3:7])([CH3:6])[CH3:5])=[O:2])[CH2:9][CH2:10]2)[CH:21]=[CH:20][CH:19]=[CH:18][CH:17]=1 |f:3.4|. Reported procedure: To a solution of Boc-4-piperidone (4.0 g, 20 mmol), aniline (1.9 ml, 20 mmol), and acetic acid, glacial (1.4 ml, 24 mmol) in dichloroethane (60 mL) was added sodium triacetoxyborohydride (6.0 g, 28 mmol) portionwise at RT. The suspension was stirred at RT for 24 h, diluted with water and extracted with dichloromethane. The organic layer was dried over Na2SO4 and concentrated. The residue was purified by ISCO using 0-30% EtOAc in Hexanes to give tert-butyl 4-(phenylamino)piperidine-1-carboxylate ... Run in ClC(C)Cl (dichloroethane), O (water). Yield: 45.2%. Product: C1(=CC=CC=C1)NC1CCN(CC1)C(=O)OC(C)(C)C (tert-butyl 4-(phenylamino)piperidine-1-carboxylate). Reaction conditions: time 24 hour. Starting materials: C(=O)(OC(C)(C)C)N1CCC(CC1)=O (Boc-4-piperidone), NC1=CC=CC=C1 (aniline), C(C)(=O)O (acetic acid), C(C)(=O)O[BH-](OC(C)=O)OC(C)=O.[Na+] (sodium triacetoxyborohydride). The reactants are CCO, O=[N+]([O-])c1cnc2c(ccn2S(=O)(=O)c2ccccc2)c1NC1CCC(O)C1. Product: Nc1cnc2c(ccn2S(=O)(=O)c2ccccc2)c1NC1CCC(O)C1. Reaction SMILES: [CH3:29][CH2:30][OH:31].[c:1]1([S:7](=[O:8])(=[O:9])[n:10]2[cH:11][cH:12][c:13]3[c:14]2[n:15][cH:16][c:17]([N+:26]([O-:27])=[O:28])[c:18]3[NH:19][CH:20]2[CH2:21][CH:22]([OH:25])[CH2:23][CH2:24]2)[cH:2][cH:3][cH:4][cH:5][cH:6]1>>[c:1]1([S:7](=[O:8])(=[O:9])[n:10]2[cH:11][cH:12][c:13]3[c:14]2[n:15][cH:16][c:17]([NH2:26])[c:18]3[NH:19][CH:20]2[CH2:21][CH:22]([OH:25])[CH2:23][CH2:24]2)[cH:2][cH:3][cH:4][cH:5][cH:6]1. Procedure details: A solution of 2-(2-cyanoethyl)malonic acid diethyl ester (24.2 g) in tetrahydrofuran (15 ml) was added to a suspension of sodium hydride (2.45 g) in tetrahydrofuran (30 ml) at 20° C. under nitrogen. To this was added 2-chloro-3-nitro-5-bromopyridine (22 g) and the mixture so obtained was heated to 93°-95° C. A small amount of tetrahydrofuran was allowed to distil off. The mixture was heated under reflux for 2.5 hr. The reaction mixture was poured into water and neutralised to pH 7 with concentra... Reaction SMILES: [CH2:1]([O:3][C:4](=[O:15])[CH:5]([CH2:11][CH2:12][C:13]#[N:14])[C:6]([O:8][CH2:9][CH3:10])=[O:7])[CH3:2].[H-].[Na+].Cl[C:19]1[C:24]([N+:25]([O-:27])=[O:26])=[CH:23][C:22]([Br:28])=[CH:21][N:20]=1>O1CCCC1>[Br:28][C:22]1[CH:23]=[C:24]([N+:25]([O-:27])=[O:26])[C:19]([C:5]([C:4]([O:3][CH2:1][CH3:2])=[O:15])([C:6]([O:8][CH2:9][CH3:10])=[O:7])[CH2:11][CH2:12][C:13]#[N:14])=[N:20][CH:21]=1 |f:1.2|. Solvent: O1CCCC1 (tetrahydrofuran), O1CCCC1 (tetrahydrofuran), O1CCCC1 (tetrahydrofuran). The reactants are ClC1=NC=C(C=C1[N+](=O)[O-])Br (2-chloro-3-nitro-5-bromopyridine), C(C)OC(C(C(=O)OCC)CCC#N)=O (2-(2-cyanoethyl)malonic acid diethyl ester), [H-].[Na+] (sodium hydride). The product is BrC=1C=C(C(=NC1)C(CCC#N)(C(=O)OCC)C(=O)OCC)[N+](=O)[O-] (4-(5-bromo-3-nitropyrid-2-yl)-4,4-bis(carbethoxy)butyronitrile). Isolated yield 73.0%. Starting materials: [Li]CCCC, CN(C)C=O, CCCCCC, Clc1ccc(C2OCCO2)c(Cl)c1, C1CCOC1, O. The product is O=Cc1c(Cl)ccc(C2OCCO2)c1Cl. RXN SMILES: [CH2:14]([Li:15])[CH2:16][CH2:17][CH3:18].[CH3:19][N:20]([CH:21]=[O:22])[CH3:23].[CH3:30][CH2:31][CH2:32][CH2:33][CH2:34][CH3:35].[Cl:1][c:2]1[c:3]([CH:9]2[O:10][CH2:11][CH2:12][O:13]2)[cH:4][cH:5][c:6]([Cl:8])[cH:7]1.[O:25]1[CH2:26][CH2:27][CH2:28][CH2:29]1.[OH2:24]>>[Cl:1][c:2]1[c:3]([CH:9]2[O:10][CH2:11][CH2:12][O:13]2)[cH:4][cH:5][c:6]([Cl:8])[c:7]1[CH:21]=[O:22]. Reactants: C(C)OP(=O)(CCCCCCN1C(C=2C(C1=O)=CC=CC2)=O)Cl (Ethoxy(6-phthalimidohexyl)phosphinyl chloride), N[C@@H]1C(N(CCC1)CC(=O)OCC)=O ((S)-3-amino-2-oxopiperidineacetic acid, ethyl ester). The product is C(C)OP(=O)(CCCCCCN1C(C=2C(C1=O)=CC=CC2)=O)N[C@@H]2C(N(CCC2)CC(=O)OCC)=O ((S)-3-[[ethoxy(6-phthalimidohexyl)phosphinyl]amino]-2-oxo-1-piperidineacetic acid, ethyl ester). RXN SMILES: [CH2:1]([O:3][P:4](Cl)([CH2:6][CH2:7][CH2:8][CH2:9][CH2:10][CH2:11][N:12]1[C:16](=[O:17])[C:15]2=[CH:18][CH:19]=[CH:20][CH:21]=[C:14]2[C:13]1=[O:22])=[O:5])[CH3:2].[NH2:24][C@H:25]1[CH2:30][CH2:29][CH2:28][N:27]([CH2:31][C:32]([O:34][CH2:35][CH3:36])=[O:33])[C:26]1=[O:37]>>[CH2:1]([O:3][P:4]([NH:24][C@H:25]1[CH2:30][CH2:29][CH2:28][N:27]([CH2:31][C:32]([O:34][CH2:35][CH3:36])=[O:33])[C:26]1=[O:37])([CH2:6][CH2:7][CH2:8][CH2:9][CH2:10][CH2:11][N:12]1[C:16](=[O:17])[C:15]2=[CH:18][CH:19]=[CH:20][CH:21]=[C:14]2[C:13]1=[O:22])=[O:5])[CH3:2]. Procedure details: Ethoxy(6-phthalimidohexyl)phosphinyl chloride and (S)-3-amino-2-oxopiperidineacetic acid, ethyl ester are reacted according to the procedure of Example 1(g) to give (S)-3-[[ethoxy(6-phthalimidohexyl)phosphinyl]amino]-2-oxo-1-piperidineacetic acid, ethyl ester. Reactants: [Al+3], CC(=O)N(C)c1cccc(Cl)c1COc1cccn2c(Br)c(C)nc12, [H-], [H-], [H-], [H-], [Li+], C1CCOC1. The product is CCN(C)c1cccc(Cl)c1COc1cccn2c(Br)c(C)nc12. RXN SMILES: [Al+3:27].[Br:1][c:2]1[c:3]([CH3:25])[n:4][c:5]2[n:6]1[cH:7][cH:8][cH:9][c:10]2[O:11][CH2:12][c:13]1[c:14]([Cl:24])[cH:15][cH:16][cH:17][c:18]1[N:19]([CH3:20])[C:21]([CH3:22])=[O:23].[H-:26].[H-:29].[H-:30].[H-:31].[Li+:28].[O:32]1[CH2:33][CH2:34][CH2:35][CH2:36]1>>[Br:1][c:2]1[c:3]([CH3:25])[n:4][c:5]2[n:6]1[cH:7][cH:8][cH:9][c:10]2[O:11][CH2:12][c:13]1[c:14]([Cl:24])[cH:15][cH:16][cH:17][c:18]1[N:19]([CH3:20])[CH2:21][CH3:22].